Dataset: the Open Reaction Database (ORD), a public repository of structured organic reaction records. Task: describe an organic reaction: reactants, conditions, products, and yield The reactants are C(C)NN=CC(C)=O (2-Oxopropanal ethylhydrazone), C(C)(C)(C)C1=CC=C(C=C1)C(C=O)=O ((4-tert-butylphenyl)(oxo)acetaldehyde). Run in C(C)(=O)O (acetic acid). Conditions: temperature 100 celsius, time 3.5 hour. Yields the product C(C)(C)(C)C1=CC=C(C=C1)C1=C(C(=NN1CC)C(C)=O)O (1-[5-(4-tert-butylphenyl)-1-ethyl-4-hydroxy-1H-pyrazol-3-yl]ethanone). The yield is 15.6%. Reaction SMILES: [CH2:1]([NH:3][N:4]=[CH:5][C:6](=[O:8])[CH3:7])[CH3:2].[C:9]([C:13]1[CH:18]=[CH:17][C:16]([C:19](=O)[CH:20]=[O:21])=[CH:15][CH:14]=1)([CH3:12])([CH3:11])[CH3:10]>C(O)(=O)C>[C:9]([C:13]1[CH:18]=[CH:17][C:16]([C:19]2[N:3]([CH2:1][CH3:2])[N:4]=[C:5]([C:6](=[O:8])[CH3:7])[C:20]=2[OH:21])=[CH:15][CH:14]=1)([CH3:12])([CH3:11])[CH3:10]. Reported procedure: 2-Oxopropanal ethylhydrazone (4.736 mmol, 540.6 mg) synthesized in Reference Synthetic Example 2 and (4-tert-butylphenyl)(oxo)acetaldehyde (4.736 mmol, 901.0 mg) synthesized in Reference Synthetic Example 4 were dissolved in acetic acid (20 mL) and stirred at 100° C. for about 3.5 hours. Then, the solvent was evaporated, and the residue was dried by means of a vacuum pump and purified by silica gel thin layer chromatography (n-hexane/AcOEt=1/2, 3/1 and 4/1) to give the desired product as an oran... Reactants: CN(C)C=O, COC=C1C(=O)NC(=O)c2ccc(I)cc21, CC(C)(C)OC(=O)N1CCN(c2ccc(N)cc2)CC1. The product is CC(C)(C)OC(=O)N1CCN(c2ccc(NC=C3C(=O)NC(=O)c4ccc(I)cc43)cc2)CC1. As a reaction SMILES: [CH3:37][N:38]([CH3:39])[CH:40]=[O:41].[I:1][c:2]1[cH:3][c:4]2[c:9]([cH:10][cH:11]1)[C:8](=[O:12])[NH:7][C:6](=[O:13])[C:5]2=[CH:14][O:15][CH3:16].[NH2:17][c:18]1[cH:19][cH:20][c:21]([N:24]2[CH2:25][CH2:26][N:27]([C:30](=[O:31])[O:32][C:33]([CH3:34])([CH3:35])[CH3:36])[CH2:28][CH2:29]2)[cH:22][cH:23]1>>[I:1][c:2]1[cH:3][c:4]2[c:9]([cH:10][cH:11]1)[C:8](=[O:12])[NH:7][C:6](=[O:13])[C:5]2=[CH:14][NH:17][c:18]1[cH:19][cH:20][c:21]([N:24]2[CH2:25][CH2:26][N:27]([C:30](=[O:31])[O:32][C:33]([CH3:34])([CH3:35])[CH3:36])[CH2:28][CH2:29]2)[cH:22][cH:23]1.